From a dataset of the Open Reaction Database (ORD), a public repository of structured organic reaction records. describe an organic reaction: reactants, conditions, products, and yield The reactants are [Li+].[B-](CC)(CC)CC (Superhydride), ice, CC(C)(C)[Si](O[C@@H]1[C@H](N(CC1)C(=O)OC(C)(C)C)COS(=O)(=O)C)(C)C (1,1-dimethylethyl(2R,3S)-3-{[(1,1-dimethylethyl)(dimethyl)silyl]oxy}-2-{[(methylsulfonyl)oxy]methyl}-1-pyrrolidinecarboxylate). Run in C1CCOC1 (THF). Reaction conditions: time 16 hour. Yields the product CC(C)(C)[Si](O[C@@H]1[C@H](N(CC1)C(=O)OC(C)(C)C)C)(C)C (1,1-Dimethylethyl(2R,3S)-3-{[(1,1-dimethylethyl)(dimethyl)silyl]oxy}-2-methyl-1-pyrrolidinecarboxylate). Yield: 74.1%. Reaction SMILES: [Li+].[B-](CC)(CC)CC.[CH3:9][C:10]([Si:13]([CH3:34])([CH3:33])[O:14][C@H:15]1[CH2:19][CH2:18][N:17]([C:20]([O:22][C:23]([CH3:26])([CH3:25])[CH3:24])=[O:21])[C@@H:16]1[CH2:27]OS(C)(=O)=O)([CH3:12])[CH3:11]>C1COCC1>[CH3:11][C:10]([Si:13]([CH3:34])([CH3:33])[O:14][C@H:15]1[CH2:19][CH2:18][N:17]([C:20]([O:22][C:23]([CH3:26])([CH3:25])[CH3:24])=[O:21])[C@@H:16]1[CH3:27])([CH3:9])[CH3:12] |f:0.1,^1:1|. Procedure: Superhydride (45.8 mL, 1M, 45.8 mmol) was added dropwise to an ice cold solution of 1,1-dimethylethyl(2R,3S)-3-{[(1,1-dimethylethyl)(dimethyl)silyl]oxy}-2-{[(methylsulfonyl)oxy]methyl}-1-pyrrolidinecarboxylate (4.69 g, 11.47 mmol) in THF. The reaction was warmed to room temperature and stirred for 16 hours. The reaction was quenched with i-propanol until gas evolution ceased. The reaction was diluted with saturated NaHCO3 then extracted with ethyl acetate, dried over MgSO4 and concentrated under... As a reaction SMILES: Br[C:2]1(Br)[C:10]2[C:5](=[C:6](Br)[CH:7]=[N:8][CH:9]=2)[NH:4][C:3]1=[O:12].[H][H]>C(O)C.[Pd]>[NH:4]1[C:5]2[C:10](=[CH:9][N:8]=[CH:7][CH:6]=2)[CH2:2][C:3]1=[O:12]. Yields the product N1C(CC2=CN=CC=C12)=O (5-Azaoxindole). Solvent: C(C)O (ethanol). Isolated yield 2.2%. The reagents and catalysts are [Pd] (Pd on charcoal). Procedure details: To a solution of 3,3,7-tribromo-5-azaoxindole (6.4 g, 17.3 mmol) in ethanol (1200 ml) was added 10% Pd on charcoal (3.2 g). The mixture was hydrogenated under 3 atm. hydrogen gas for 3 hours using a Parr shaker. The catalyst was removed by filtration of the mixture through a pad of Celite®, washing well with ethanol. On removal of the solvent, a brown solid remained (predominantly the hydrobromide of the desired product), 3.5 g. This was dissolved in water, treated with activated charcoal and fi... Reactants: BrC1(C(NC2=C(C=NC=C12)Br)=O)Br (3,3,7-tribromo-5-azaoxindole), [H][H] (hydrogen). Starting materials: COC(=O)c1cc(OC)c(OC)cc1N, CC(=O)c1cc2c(cc1NC(=O)c1sccc1S(=O)(=O)Nc1onc(C)c1Cl)OCO2. Yields the product COC(=O)c1cc(OC)c(OC)cc1NC(=O)c1sccc1S(=O)(=O)Nc1onc(C)c1Cl. As a reaction SMILES: [CH3:32][O:33][C:34]([c:35]1[c:36]([NH2:45])[cH:37][c:38]([O:43][CH3:44])[c:39]([O:41][CH3:42])[cH:40]1)=[O:46].[Cl:1][c:2]1[c:3]([CH3:31])[n:4][o:5][c:6]1[NH:7][S:8](=[O:9])(=[O:10])[c:11]1[c:12]([C:16](=[O:17])[NH:18][c:19]2[cH:20][c:21]3[c:25]([cH:26][c:27]2[C:28](=[O:29])[CH3:30])[O:24][CH2:23][O:22]3)[s:13][cH:14][cH:15]1>>[Cl:1][c:2]1[c:3]([CH3:31])[n:4][o:5][c:6]1[NH:7][S:8](=[O:9])(=[O:10])[c:11]1[c:12]([C:16](=[O:17])[NH:45][c:36]2[c:35]([C:34]([O:33][CH3:32])=[O:46])[cH:40][c:39]([O:41][CH3:42])[c:38]([O:43][CH3:44])[cH:37]2)[s:13][cH:14][cH:15]1.